From a dataset of the Open Reaction Database (ORD), a public repository of structured organic reaction records. describe an organic reaction: reactants, conditions, products, and yield Reactants: COCCNC1CCCc2c(ccc(N)c2OC)C1, CN(C)S(=O)(=O)c1ccccc1Nc1nc(Cl)ncc1Cl. The product is COCCNC1CCCc2c(ccc(Nc3ncc(Cl)c(Nc4ccccc4S(=O)(=O)N(C)C)n3)c2OC)C1. Reaction SMILES: [CH3:1][O:2][c:3]1[c:4]([NH2:19])[cH:5][cH:6][c:7]2[c:8]1[CH2:9][CH2:10][CH2:11][CH:12]([NH:14][CH2:15][CH2:16][O:17][CH3:18])[CH2:13]2.[Cl:20][c:21]1[n:22][cH:23][c:24]([Cl:40])[c:25]([NH:27][c:28]2[c:29]([S:34](=[O:35])(=[O:36])[N:37]([CH3:38])[CH3:39])[cH:30][cH:31][cH:32][cH:33]2)[n:26]1>>[CH3:1][O:2][c:3]1[c:4]([NH:19][c:21]2[n:22][cH:23][c:24]([Cl:40])[c:25]([NH:27][c:28]3[c:29]([S:34](=[O:35])(=[O:36])[N:37]([CH3:38])[CH3:39])[cH:30][cH:31][cH:32][cH:33]3)[n:26]2)[cH:5][cH:6][c:7]2[c:8]1[CH2:9][CH2:10][CH2:11][CH:12]([NH:14][CH2:15][CH2:16][O:17][CH3:18])[CH2:13]2. The reactants are C(C1=CC=CC=C1)Cl (benzyl chloride), N1C=CC2=CC=CC=C12 (indole), [OH-].[K+] (potassium hydroxide), C1COCCOCCOCCOCCOCCO1 (18-crown-6 ether). Run in C1=CC=CC=C1 (benzene), C1=CC=CC=C1 (benzene), C(C)OCC (diethyl ether). Conditions: time 2 hour. The product is C(C1=CC=CC=C1)N1C=CC2=CC=CC=C12 (1-benzylindole). The yield is 23.3%. Reaction SMILES: [NH:1]1[C:9]2[C:4](=[CH:5][CH:6]=[CH:7][CH:8]=2)[CH:3]=[CH:2]1.[OH-].[K+].C1OCCOCCOCCOCCOCCOC1.[CH2:30](Cl)[C:31]1[CH:36]=[CH:35][CH:34]=[CH:33][CH:32]=1>C1C=CC=CC=1.C(OCC)C>[CH2:30]([N:1]1[C:9]2[C:4](=[CH:5][CH:6]=[CH:7][CH:8]=2)[CH:3]=[CH:2]1)[C:31]1[CH:36]=[CH:35][CH:34]=[CH:33][CH:32]=1 |f:1.2|. Procedure details: A mixture of indole (1) (0.03 mole, 3.51 g), potassium hydroxide (0.03 mole, 1.97 g)) powdered in a mortar and 18-crown-6 ether (0.001 mole, 250 mg) in benzene (20 cm3) is heated under reflux with vigorous stirring for two hours. A solution of benzyl chloride (26) (0.04 mole, 5.06 g) in benzene (10 cm3) is added to the above mixture and reflux is maintained for an additional four hours. The reaction is monitored by TLC. The reaction mixture is filtered on Celite. Evaporation of the solvent gives... The reactants are FC(C=1C=C(CN(C=2N=NN(N2)C)CC2=C(C=CC(=C2)C(F)(F)F)C(C2CCN(CC2)C(=O)OC(C)(C)C)O)C=C(C1)C(F)(F)F)(F)F (tert-butyl 4-((2-(((3,5-bis(trifluoromethyl)benzyl)(2-methyl-2H-tetrazol-5-yl)amino)methyl)-4-(trifluoromethyl)phenyl)(hydroxy)methyl)piperidine-1-carboxylate), [H-].[Na+] (sodium hydride), CI (methyl iodide). The solvent is C1CCOC1 (THF). Run at time 30 minute. Yields the product FC(C=1C=C(CN(C=2N=NN(N2)C)CC2=C(C=CC(=C2)C(F)(F)F)C(C2CCN(CC2)C(=O)OC(C)(C)C)OC)C=C(C1)C(F)(F)F)(F)F (tert-butyl 4-((2-(((3,5-bis(trifluoromethyl)benzyl)(2-methyl-2H-tetrazol-5-yl)amino)methyl)-4-(trifluoromethyl)phenyl)(methoxy)methyl)piperidine-1-carboxylate). Yield: 72.6%. As a reaction SMILES: [F:1][C:2]([F:48])([F:47])[C:3]1[CH:4]=[C:5]([CH:40]=[C:41]([C:43]([F:46])([F:45])[F:44])[CH:42]=1)[CH2:6][N:7]([CH2:14][C:15]1[CH:20]=[C:19]([C:21]([F:24])([F:23])[F:22])[CH:18]=[CH:17][C:16]=1[CH:25]([OH:39])[CH:26]1[CH2:31][CH2:30][N:29]([C:32]([O:34][C:35]([CH3:38])([CH3:37])[CH3:36])=[O:33])[CH2:28][CH2:27]1)[C:8]1[N:9]=[N:10][N:11]([CH3:13])[N:12]=1.[H-].[Na+].[CH3:51]I>C1COCC1>[F:44][C:43]([F:46])([F:45])[C:41]1[CH:40]=[C:5]([CH:4]=[C:3]([C:2]([F:47])([F:1])[F:48])[CH:42]=1)[CH2:6][N:7]([CH2:14][C:15]1[CH:20]=[C:19]([C:21]([F:22])([F:23])[F:24])[CH:18]=[CH:17][C:16]=1[CH:25]([O:39][CH3:51])[CH:26]1[CH2:31][CH2:30][N:29]([C:32]([O:34][C:35]([CH3:38])([CH3:37])[CH3:36])=[O:33])[CH2:28][CH2:27]1)[C:8]1[N:9]=[N:10][N:11]([CH3:13])[N:12]=1 |f:1.2|. Reported procedure: To a solution of tert-butyl 4-((2-(((3,5-bis(trifluoromethyl)benzyl)(2-methyl-2H-tetrazol-5-yl)amino)methyl)-4-(trifluoromethyl)phenyl)(hydroxy)methyl)piperidine-1-carboxylate (62.2 mg, 0.089 mmol) in THF at 0° C. was added sodium hydride (10.7 mg, 0.27 mmol). The mixture was stirred at room temperature for 30 minutes, cooled to 0° C. and methyl iodide (30 μL, 0.5 mmol) was added. The mixture was stirred at room temperature overnight. The reaction was quenched with methanol. Solvent was removed ...